This data is from the Open Reaction Database (ORD), a public repository of structured organic reaction records. The task is: describe an organic reaction: reactants, conditions, products, and yield The reactants are Cl.S1N=C(C2=C1C=CC=C2)N2CCNCC2 (4-(1,2-benzisothiazol-3-yl)piperazine hydrochloride), ClCCCC(=O)C1=C(SC2=C1C(NCCC2)=O)C (3-(4-chlorobutyryl)-2-methyl-5,6,7,8-tetrahydro-4H-thieno[3,2-c]azepin-4-one), C([O-])([O-])=O.[K+].[K+] (potassium carbonate), [I-].[K+] (potassium iodide), CN(C=O)C (N,N-dimethylformamide). The solvent is C1(=CC=CC=C1)C (toluene), O (water). Reaction conditions: temperature 60 celsius, time 3 hour. Product: C(\C=C/C(=O)O)(=O)O.S1N=C(C2=C1C=CC=C2)N2CCN(CC2)CCCC(=O)C2=C(SC1=C2C(NCCC1)=O)C (3-(4-(4-(1,2-benzisothiazol-3-yl) piperazin-1-yl)butyryl)-2-methyl-5,6,7,8-tetrahydro-4H-thieno[3,2-c]azepin-4-one maleate). As a reaction SMILES: Cl.[S:2]1[C:6]2[CH:7]=[CH:8][CH:9]=[CH:10][C:5]=2[C:4]([N:11]2[CH2:16][CH2:15][NH:14][CH2:13][CH2:12]2)=[N:3]1.Cl[CH2:18][CH2:19][CH2:20][C:21]([C:23]1[C:27]2[C:28](=[O:33])[NH:29][CH2:30][CH2:31][CH2:32][C:26]=2[S:25][C:24]=1[CH3:34])=[O:22].[C:35](=[O:38])([O-:37])[O-].[K+].[K+].[I-].[K+].CN(C)C=[O:46]>C1(C)C=CC=CC=1.O>[C:28]([OH:33])(=[O:46])/[CH:27]=[CH:23]\[C:35]([OH:37])=[O:38].[S:2]1[C:6]2[CH:7]=[CH:8][CH:9]=[CH:10][C:5]=2[C:4]([N:11]2[CH2:12][CH2:13][N:14]([CH2:18][CH2:19][CH2:20][C:21]([C:23]3[C:27]4[C:28](=[O:33])[NH:29][CH2:30][CH2:31][CH2:32][C:26]=4[S:25][C:24]=3[CH3:34])=[O:22])[CH2:15][CH2:16]2)=[N:3]1 |f:0.1,3.4.5,6.7,11.12|. Procedure: The mixture of 2.0 g of 4-(1,2-benzisothiazol-3-yl)piperazine hydrochloride, 2.0 g of 3-(4-chlorobutyryl)-2-methyl-5,6,7,8-tetrahydro-4H-thieno[3,2-c]azepin-4-one, 2.1 g of potassium carbonate and 1.2 g of potassium iodide in 15 ml of N,N-dimethylformamide and 15 ml of toluene was stirred at 60° C. for 3 hours. After the mixture was cooled in a water bath, water was added thereto and the mixture was extracted with ethyl acetate. The organic layer was washed with saline solution, dried over magne... Yields the product O=C(c1cn(-c2ccc(Cl)cc2)c(-c2ccccc2Cl)n1)N1CCC(O)(c2ccco2)CC1. Starting materials: C1CCOC1, [Li]CCCC, [Cl-], O=C1CCN(C(=O)c2cn(-c3ccc(Cl)cc3)c(-c3ccccc3Cl)n2)CC1, [NH4+], O, c1ccoc1. RXN SMILES: [CH2:41]1[O:42][CH2:43][CH2:44][CH2:45]1.[CH3:1][CH2:2][CH2:3][CH2:4][Li:5].[Cl-:39].[Cl:11][c:12]1[c:13](-[c:18]2[n:19](-[c:32]3[cH:33][cH:34][c:35]([Cl:38])[cH:36][cH:37]3)[cH:20][c:21]([C:23](=[O:24])[N:25]3[CH2:26][CH2:27][C:28](=[O:31])[CH2:29][CH2:30]3)[n:22]2)[cH:14][cH:15][cH:16][cH:17]1.[NH4+:40].[OH2:46].[cH:6]1[cH:7][cH:8][o:9][cH:10]1>>[cH:6]1[cH:7][c:8]([C:28]2([OH:31])[CH2:27][CH2:26][N:25]([C:23]([c:21]3[cH:20][n:19](-[c:32]4[cH:33][cH:34][c:35]([Cl:38])[cH:36][cH:37]4)[c:18](-[c:13]4[c:12]([Cl:11])[cH:17][cH:16][cH:15][cH:14]4)[n:22]3)=[O:24])[CH2:30][CH2:29]2)[o:9][cH:10]1.